From a dataset of the Open Reaction Database (ORD), a public repository of structured organic reaction records. describe an organic reaction: reactants, conditions, products, and yield Reported procedure: An amount of 1.94 g of the compound of Example 1 was dissolved in 50 ml of ammonia saturated methanol, the solution was stirred at room temperature for 20 minutes, the methanol was evaporated, and an aqueous citric acid solution added followed by an extraction with ethyl acetate. After washing with aqueous sodium chloride, the mixture was dried over anhydrous magnesium sulfate, the ethyl acetate solution was concentrated, and the residue developed with methylene chloridemethanol (97:3) by silica... Isolated yield 99.0%. Conditions: time 20 minute. Reaction SMILES: [S:1]1[C:6]2[CH:7]=[CH:8][CH:9]=[CH:10][C:5]=2[C:4](=O)[O:3]C1=O.[NH3:13]>>[C:4]([NH2:13])(=[O:3])[C:5]1[C:6](=[CH:7][CH:8]=[CH:9][CH:10]=1)[SH:1]. The product is C(C=1C(S)=CC=CC1)(=O)N (thiosalicylamide). The reactants are S1C(OC(C2=C1C=CC=C2)=O)=O (1,3-benzothioxane-2,4-dione), N (ammonia). The reactants are ClCCl, COc1c(C)cnc(Cn2nc3cc(CCN)c4c-3c(n2)C(NC(=O)OC(C)(C)C)=NSC4)c1C, C1COCCO1, O=C(O)C(F)(F)F. The product is COc1c(C)cnc(Cn2nc3cc(CCN)c4c-3c(n2)C(N)=NSC4)c1C. Reaction SMILES: [Cl:43][CH2:44][Cl:45].[NH2:8][CH2:9][CH2:10][c:11]1[cH:12][c:13]2[n:31][n:30]([CH2:32][c:33]3[n:34][cH:35][c:36]([CH3:42])[c:37]([O:40][CH3:41])[c:38]3[CH3:39])[n:29][c:15]3[c:14]-2[c:20]1[CH2:19][S:18][N:17]=[C:16]3[NH:21][C:22](=[O:23])[O:24][C:25]([CH3:26])([CH3:27])[CH3:28].[O:46]1[CH2:47][CH2:48][O:49][CH2:50][CH2:51]1.[OH:1][C:2]([C:3]([F:4])([F:5])[F:6])=[O:7]>>[NH2:8][CH2:9][CH2:10][c:11]1[cH:12][c:13]2[n:31][n:30]([CH2:32][c:33]3[n:34][cH:35][c:36]([CH3:42])[c:37]([O:40][CH3:41])[c:38]3[CH3:39])[n:29][c:15]3[c:14]-2[c:20]1[CH2:19][S:18][N:17]=[C:16]3[NH2:21]. The reactants are C(C)(C)(C)OC(=O)N1CC2=NNC(=C2C1)N (3-amino-2,6-dihydro-4H-pyrrolo[3,4-c]pyrazole-5-carboxylic acid tert-butyl ester), CC(C(C)=O)C(C)=O (3-methyl-2,4-pentanedione). Run in CC(=O)O (AcOH). Reaction conditions: time 18 hour. The product is C(C)(C)(C)OC(=O)N1CC=2C(=C3N=C(C(=C(N3N2)C)C)C)C1 (5,6,7-trimethyl-1H,3H-2,4,7a,8-tetraaza-cyclopenta[a]indene-2-carboxylic acid tert-butyl ester). The yield is 52.5%. RXN SMILES: [C:1]([O:5][C:6]([N:8]1[CH2:15][C:14]2[C:10](=[N:11][NH:12][C:13]=2[NH2:16])[CH2:9]1)=[O:7])([CH3:4])([CH3:3])[CH3:2].[CH3:17][CH:18]([C:22](=O)[CH3:23])[C:19](=O)[CH3:20]>CC(O)=O>[C:1]([O:5][C:6]([N:8]1[CH2:15][C:14]2=[C:13]3[N:12]([N:11]=[C:10]2[CH2:9]1)[C:22]([CH3:23])=[C:18]([CH3:17])[C:19]([CH3:20])=[N:16]3)=[O:7])([CH3:4])([CH3:2])[CH3:3]. Procedure details: A mixture of 3-amino-2,6-dihydro-4H-pyrrolo[3,4-c]pyrazole-5-carboxylic acid tert-butyl ester (2.4 g; 10.7 mmol; 1 eq.) and 3-methyl-2,4-pentanedione (1.75 mL; 15 mmol; 1.4 eq.) in AcOH (25 mL) was stirred at room temperature for 18 hours. The solvent was evaporated in vacuo and the residue partitioned between ethyl acetate and sat. aq. NaHCO3. The organic layer was dried over sodium sulfate and concentrated in vacuo. The residue was triturated in ACN and the precipitate filtered off to afford t... The reactants are COc1cc(C(=O)Cl)cc(OC)c1OC, Nc1nc(Cl)c2nc[nH]c2n1, c1ccncc1. Product: COc1cc(C(=O)n2cnc3c(Cl)nc(N)nc32)cc(OC)c1OC. As a reaction SMILES: [CH3:12][O:13][c:14]1[cH:15][c:16]([C:17](=[O:18])[Cl:19])[cH:20][c:21]([O:25][CH3:26])[c:22]1[O:23][CH3:24].[Cl:1][c:2]1[c:3]2[n:4][cH:5][nH:6][c:7]2[n:8][c:9]([NH2:11])[n:10]1.[cH:27]1[cH:28][cH:29][n:30][cH:31][cH:32]1>>[Cl:1][c:2]1[c:3]2[n:4][cH:5][n:6]([C:17]([c:16]3[cH:15][c:14]([O:13][CH3:12])[c:22]([O:23][CH3:24])[c:21]([O:25][CH3:26])[cH:20]3)=[O:18])[c:7]2[n:8][c:9]([NH2:11])[n:10]1. The reactants are [Al+3], ClC(Cl)(Cl)Cl, [Cl-], [Cl-], [Cl-], CC(Br)(CC(Cl)(Cl)Cl)c1cnc(Cl)c(Cl)c1. Product: C=C(CC(Cl)(Cl)Cl)c1cnc(Cl)c(Cl)c1. Reaction SMILES: [Al+3:2].[C:21]([Cl:22])([Cl:23])([Cl:24])[Cl:25].[Cl-:1].[Cl-:3].[Cl-:4].[Cl:5][c:6]1[n:7][cH:8][c:9]([C:13]([CH2:14][C:15]([Cl:16])([Cl:17])[Cl:18])([CH3:19])[Br:20])[cH:10][c:11]1[Cl:12]>>[Cl:5][c:6]1[n:7][cH:8][c:9]([C:13]([CH2:14][C:15]([Cl:16])([Cl:17])[Cl:18])=[CH2:19])[cH:10][c:11]1[Cl:12]. Starting materials: BrC=1C=C(C(=NC1)C#N)NC1=CC=C(C=C1)N1CCN(CC1)C (5-bromo-3-(4-(4-methylpiperazin-1-yl)phenylamino)picolinonitrile), NC1=CC=CC=C1 (Aniline), C([O-])([O-])=O.[Cs+].[Cs+] (cesium carbonate), C1(=CC=CC=C1)P(C1=C(C2=CC=CC=C2C=C1)C1=C(C=CC2=CC=CC=C12)P(C1=CC=CC=C1)C1=CC=CC=C1)C1=CC=CC=C1 ((±)-2,2′-bis(diphenylphosphino)-1,1′-binaphthalene). The reagents and catalysts are C(C)(=O)[O-].[Pd+2].C(C)(=O)[O-] (palladium (II) acetate). The solvent is C1(=CC=CC=C1)C (toluene). Conditions: temperature 110 celsius, time 3 hour. Product: CN1CCN(CC1)C1=CC=C(C=C1)NC=1C(=NC=C(C1)NC1=CC=CC=C1)C#N (3-[4-(4-methyl-piperazin-1-yl)-phenylamino]-5-phenylamino-pyridine-2-carbonitrile). RXN SMILES: [NH2:1][C:2]1[CH:7]=[CH:6][CH:5]=[CH:4][CH:3]=1.C(=O)([O-])[O-].[Cs+].[Cs+].C1(P(C2C=CC=CC=2)C2C=CC3C(=CC=CC=3)C=2C2C3C(=CC=CC=3)C=CC=2P(C2C=CC=CC=2)C2C=CC=CC=2)C=CC=CC=1.Br[C:61]1[CH:62]=[C:63]([NH:69][C:70]2[CH:75]=[CH:74][C:73]([N:76]3[CH2:81][CH2:80][N:79]([CH3:82])[CH2:78][CH2:77]3)=[CH:72][CH:71]=2)[C:64]([C:67]#[N:68])=[N:65][CH:66]=1>C1(C)C=CC=CC=1.C([O-])(=O)C.[Pd+2].C([O-])(=O)C>[CH3:82][N:79]1[CH2:80][CH2:81][N:76]([C:73]2[CH:74]=[CH:75][C:70]([NH:69][C:63]3[C:64]([C:67]#[N:68])=[N:65][CH:66]=[C:61]([NH:1][C:2]4[CH:7]=[CH:6][CH:5]=[CH:4][CH:3]=4)[CH:62]=3)=[CH:71][CH:72]=2)[CH2:77][CH2:78]1 |f:1.2.3,7.8.9|. Reported procedure: Aniline (22.4 mg, 0.24 mmol), cesium carbonate (91 mg, 0.28 mmol), palladium (II) acetate (2.25 mg, 0.01 mmol) and (±)-2,2′-bis(diphenylphosphino)-1,1′-binaphthalene (9.34 mg, 0.015 mmol) were added to a dry microwave vial. The vial was capped and purged with nitrogen. A degassed solution of EXAMPLE 70A (74.5 mg, 0.2 mmol) in toluene (1 mL) was added to the microwave vial and the reaction was stirred at 110° C. for 3 hours. The reaction mixture was concentrated and purified on silica gel with 2-...